From a dataset of the Open Reaction Database (ORD), a public repository of structured organic reaction records. describe an organic reaction: reactants, conditions, products, and yield The reactants are O1CCN(CC1)C1=NC(=CC(=N1)N1CCOCC1)Cl (2,4-dimorpholino-6-chloropyrimidine), FC(C1=CC(=NC=C1B1OC(C(O1)(C)C)(C)C)N)(F)F (4-(trifluoromethyl)-5-(4,4,5,5-tetramethyl-1,3,2-dioxaborolan-2-yl)pyridin-2-amine). The reagents and catalysts are [Pd](Cl)Cl.C1(=CC=CC=C1)P([C-]1C=CC=C1)C1=CC=CC=C1.[C-]1(C=CC=C1)P(C1=CC=CC=C1)C1=CC=CC=C1.[Fe+2] (1,1′-Bis(diphenylphosphino)ferrocene palladium(II) chloride). Run in COCCOC (1,2-dimethoxyethane), C(=O)([O-])[O-].[Na+].[Na+] (Na2CO3), CCOC(=O)C (EtOAc). Run at temperature 90 celsius. The product is FC(C1=CC(=NC=C1C1=NC(=NC(=C1)N1CCOCC1)N1CCOCC1)N)(F)F (4-(trifluoromethyl)-5-(2,6-dimorpholinopyrimidin-4-yl)pyridin-2-amine). Reaction SMILES: [O:1]1[CH2:6][CH2:5][N:4]([C:7]2[N:12]=[C:11]([N:13]3[CH2:18][CH2:17][O:16][CH2:15][CH2:14]3)[CH:10]=[C:9](Cl)[N:8]=2)[CH2:3][CH2:2]1.[F:20][C:21]([F:39])([F:38])[C:22]1[C:27](B2OC(C)(C)C(C)(C)O2)=[CH:26][N:25]=[C:24]([NH2:37])[CH:23]=1>COCCOC.C([O-])([O-])=O.[Na+].[Na+].CCOC(C)=O.[Pd](Cl)Cl.C1(P(C2C=CC=CC=2)[C-]2C=CC=C2)C=CC=CC=1.[C-]1(P(C2C=CC=CC=2)C2C=CC=CC=2)C=CC=C1.[Fe+2]>[F:39][C:21]([F:20])([F:38])[C:22]1[C:27]([C:9]2[CH:10]=[C:11]([N:13]3[CH2:18][CH2:17][O:16][CH2:15][CH2:14]3)[N:12]=[C:7]([N:4]3[CH2:5][CH2:6][O:1][CH2:2][CH2:3]3)[N:8]=2)=[CH:26][N:25]=[C:24]([NH2:37])[CH:23]=1 |f:3.4.5,7.8.9.10|. Procedure: Argon gas was bubbled through a heterogeneous mixture of 2,4-dimorpholino-6-chloropyrimidine (4.1 g, 14.3 mmol) and 4-(trifluoromethyl)-5-(4,4,5,5-tetramethyl-1,3,2-dioxaborolan-2-yl)pyridin-2-amine (16.5 g, 57.3 mmol) in 1,2-dimethoxyethane and 2M Na2CO3 (3:1) for 20 minutes. 1,1′-Bis(diphenylphosphino)ferrocene palladium(II) chloride (292 mg, 0.36 mmol) was added and the high pressure glass vessel containing the mixture was sealed. The reaction mixture was then heated at 90° C. for 15 hours, c... Isolated yield 75.4%. Run in O (water). Procedure: A stirred mixture of 2.47 g of ethyl-2-oxo-4-phenyl-2H-pyrimido[2,1-b]benzothiazole-8-acetate, 100 ml of methanol and a solution of 2.47 g of potassium carbonate in 20 ml of water was kept at ambient temperature overnight. The methanol was evaporated and the residue was diluted with water, then acidified with concentrated hydrochloric acid. The precipitate was collected, dried, and crystallized twice from methanol to obtain 1.72 g (75% yield) of 2-oxo-4-phenyl-2H-pyrimido[2,1-b]benzothiazole-8-a... As a reaction SMILES: C([O:3][C:4](=[O:26])[CH2:5][C:6]1[CH:25]=[CH:24][C:9]2[N:10]3[C:16]([C:17]4[CH:22]=[CH:21][CH:20]=[CH:19][CH:18]=4)=[CH:15][C:14](=[O:23])[N:13]=[C:11]3[S:12][C:8]=2[CH:7]=1)C.CO.C(=O)([O-])[O-].[K+].[K+]>O>[O:23]=[C:14]1[CH:15]=[C:16]([C:17]2[CH:22]=[CH:21][CH:20]=[CH:19][CH:18]=2)[N:10]2[C:11]([S:12][C:8]3[CH:7]=[C:6]([CH2:5][C:4]([OH:26])=[O:3])[CH:25]=[CH:24][C:9]=32)=[N:13]1 |f:2.3.4|. Reactants: C(C)OC(CC1=CC2=C(N3C(S2)=NC(C=C3C3=CC=CC=C3)=O)C=C1)=O (ethyl-2-oxo-4-phenyl-2H-pyrimido[2,1-b]benzothiazole-8-acetate), CO (methanol), C([O-])([O-])=O.[K+].[K+] (potassium carbonate). The product is O=C1N=C2SC3=C(N2C(=C1)C1=CC=CC=C1)C=CC(=C3)CC(=O)O (2-oxo-4-phenyl-2H-pyrimido[2,1-b]benzothiazole-8-acetic acid). Starting materials: CN(C=1NC=C(N1)C1=CNC2=CC=CC=C12)C (2-dimethylamino-4-(3-indolyl)imidazole), Cl (HCl), CO (MeOH). The product is CN(C=1N=C(C(N1)=O)C1=CNC2=CC=CC=C12)C (2-dimethylamino-5-(3-indolyl)imidazol-4-one). As a reaction SMILES: [CH3:1][N:2]([CH3:17])[C:3]1[NH:4][CH:5]=[C:6]([C:8]2[C:16]3[C:11](=[CH:12][CH:13]=[CH:14][CH:15]=3)[NH:10][CH:9]=2)[N:7]=1.Cl.C[OH:20]>>[CH3:1][N:2]([CH3:17])[C:3]1[N:7]=[C:6]([C:8]2[C:16]3[C:11](=[CH:12][CH:13]=[CH:14][CH:15]=3)[NH:10][CH:9]=2)[C:5](=[O:20])[N:4]=1. Procedure: The instability of 2-dimethylamino-4-(3-indolyl)imidazole 5 normally would not be judged very significant on its own. Referring to FIG. 5, unexpectedly, upon exposure of 2-dimethylamino-4-(3-indolyl)imidazole 5.HCl to a methanol solution saturated with ammonia, α-carboline 8 was produced. Autooxidation of 2-dimethylamino-4-(3-indolyl)imidazole 5.HCl took place upon standing in a MeOH solution in air to yield 2-dimethylamino-5-(3-indolyl)imidazol-4-one 4 as a yellow solid which was identical, by ... Reaction SMILES: [OH:1][C:2]1[CH:9]=[CH:8][C:5]([C:6]#[N:7])=[CH:4][C:3]=1[CH3:10].F[B-](F)(F)F.[O:16]=[N+:17]=[O:18]>C(#N)C.O>[OH:1][C:2]1[C:9]([N+:17]([O-:18])=[O:16])=[CH:8][C:5]([C:6]#[N:7])=[CH:4][C:3]=1[CH3:10] |f:1.2|. Yields the product OC1=C(C=C(C#N)C=C1[N+](=O)[O-])C (4-hydroxy-3-methyl-5-nitrobenzonitrile). Procedure: A stirred solution of 4-hydroxy-3-methylbenzonitrile (3.1 g, 23.3 mmol) in 60 mL of anhydrous acetonitrile was cooled to −30° C. and treated with nitronium tetrafluoroborate (3.4 g, 25.6 mmol) in portions. After 60 minutes, the reaction mixture was diluted with 100 mL of water. The resulting light yellow precipitate was filtered, washed with water, and dried to give 3.9 g of 4-hydroxy-3-methyl-5-nitrobenzonitrile (94% yield). Run in C(C)#N (acetonitrile), O (water). Yield: 94.0%. Conditions: time 60 minute. Starting materials: OC1=C(C=C(C#N)C=C1)C (4-hydroxy-3-methylbenzonitrile), F[B-](F)(F)F.O=[N+]=O (nitronium tetrafluoroborate). Starting materials: COC(=O)C=1C(=CC=C2C=CNC12)N (6-amino-1H-indole-7-carboxylic acid methyl ester), aqueous solution, [OH-].[Na+] (NaOH), aqueous solution, [OH-].[Na+] (NaOH). Solvent: O1CCOCC1 (dioxane), CO (methanol). Run at temperature 60 celsius. Product: NC1=CC=C2C=CNC2=C1C(=O)O (6-amino-1H-indole-7-carboxylic acid). Reaction SMILES: C[O:2][C:3]([C:5]1[C:6]([NH2:14])=[CH:7][CH:8]=[C:9]2[C:13]=1[NH:12][CH:11]=[CH:10]2)=[O:4].[OH-].[Na+]>O1CCOCC1.CO>[NH2:14][C:6]1[C:5]([C:3]([OH:4])=[O:2])=[C:13]2[C:9]([CH:10]=[CH:11][NH:12]2)=[CH:8][CH:7]=1 |f:1.2|. Procedure details: To a solution of 85.2 mg (0.45 mmol) of 6-amino-1H-indole-7-carboxylic acid methyl ester in 4 mL of dioxane and 1 mL of methanol, is added 0.45 mL (0.9 mmol) of an aqueous solution of NaOH 2N. The mixture is stirred over the night at 60° C. A new addition of 0.22 mL (0.45 mmol) of an aqueous solution of NaOH 2N is made and the mixture is stirred again 6 h at 60° C. and then cooled to ambient temperature. After evaporation of all the solvents, a crude yellowish residue is obtained and used direct... The reactants are Cc1cc(C)c(CNC(=O)c2cc(C3=CCN(C4CCN(S(C)(=O)=O)CC4)CC3)nc3c2cnn3C(C)C)c(=O)[nH]1, CCO. The product is Cc1cc(C)c(CNC(=O)c2cc(C3CCN(C4CCN(S(C)(=O)=O)CC4)CC3)nc3c2cnn3C(C)C)c(=O)[nH]1. As a reaction SMILES: [CH3:1][c:2]1[c:3]([CH2:10][NH:11][C:12](=[O:13])[c:14]2[c:15]3[c:16]([n:17][c:18]([C:20]4=[CH:25][CH2:24][N:23]([CH:26]5[CH2:27][CH2:28][N:29]([S:32](=[O:33])(=[O:34])[CH3:35])[CH2:30][CH2:31]5)[CH2:22][CH2:21]4)[cH:19]2)[n:36]([CH:39]([CH3:40])[CH3:41])[n:37][cH:38]3)[c:4](=[O:9])[nH:5][c:6]([CH3:8])[cH:7]1.[CH3:42][CH2:43][OH:44]>>[CH3:1][c:2]1[c:3]([CH2:10][NH:11][C:12](=[O:13])[c:14]2[c:15]3[c:16]([n:17][c:18]([CH:20]4[CH2:21][CH2:22][N:23]([CH:26]5[CH2:27][CH2:28][N:29]([S:32](=[O:33])(=[O:34])[CH3:35])[CH2:30][CH2:31]5)[CH2:24][CH2:25]4)[cH:19]2)[n:36]([CH:39]([CH3:40])[CH3:41])[n:37][cH:38]3)[c:4](=[O:9])[nH:5][c:6]([CH3:8])[cH:7]1.